This data is from the Open Reaction Database (ORD), a public repository of structured organic reaction records. The task is: describe an organic reaction: reactants, conditions, products, and yield Reactants: IC (iodomethane), n-BuLi-hexanes, C=C1C=2SC=NC2CCC2=C1C=CC=C2 (4-methylene-9,10-dihydro-4H-3-thia-1-aza-benzo[f]azulene), N1=CSC=2C(C3=C(CCC12)C=CC=C3)=O (9,10-dihydro-3-thia-1-aza-benzo[f]azulen-4-one). Solvent: C1CCOC1 (THF), C1CCOC1 (THF). Run at time 5 minute. The product is CC1=NC=2CCC3=C(C(C2S1)=C)C=CC=C3 (2-Methyl-4-methylene-9,10-dihydro-4H-3-thia-1-aza-benzo[f]azulene). As a reaction SMILES: [CH2:1]=[C:2]1[C:11]2[CH:12]=[CH:13][CH:14]=[CH:15][C:10]=2[CH2:9][CH2:8][C:7]2[N:6]=[CH:5][S:4][C:3]1=2.N1C2CCC3C=CC=CC=3C(=O)C=2S[CH:17]=1.IC>C1COCC1>[CH3:17][C:5]1[S:4][C:3]2[C:2](=[CH2:1])[C:11]3[CH:12]=[CH:13][CH:14]=[CH:15][C:10]=3[CH2:9][CH2:8][C:7]=2[N:6]=1. Procedure: Add 1.2 equiv of n-BuLi-hexanes dropwise to a solution of 4-methylene-9,10-dihydro-4H-3-thia-1-aza-benzo[f]azulene (prepared from 9,10-dihydro-3-thia-1-aza-benzo[f]azulen-4-one (see Scheme XIII(b) as in Preparation 23) in THF (0.08 M) at −78° C. under Ar. Stir the resultant dark green solution for 5 min before adding 1.2 equiv of iodomethane in THF. Allow to warm and stir at room temperature for 18 h before quenching with excess water. Separate layers and extract the aqueous layer with diethyl e... Reactants: CNOCc1ccccc1, CSc1cccc(N=C=O)c1, C1CCOC1. Product: CSc1cccc(NC(=O)N(C)OCc2ccccc2)c1. Reaction SMILES: [CH2:12]([c:13]1[cH:14][cH:15][cH:16][cH:17][cH:18]1)[O:19][NH:20][CH3:21].[CH3:1][S:2][c:3]1[cH:4][c:5]([N:9]=[C:10]=[O:11])[cH:6][cH:7][cH:8]1.[O:22]1[CH2:23][CH2:24][CH2:25][CH2:26]1>>[CH3:1][S:2][c:3]1[cH:4][c:5]([NH:9][C:10](=[O:11])[N:20]([O:19][CH2:12][c:13]2[cH:14][cH:15][cH:16][cH:17][cH:18]2)[CH3:21])[cH:6][cH:7][cH:8]1. Reactants: C(C)(=O)OC=1C=C(C(=O)C(CC(=O)O)C)C=CC1[N+](=O)[O-] (3-(3-Acetoxy-4-nitrobenzoyl)butyric acid), Cl (hydrochloric acid). The solvent is [OH-].[Na+] (sodium hydroxide). Yields the product OC=1C=C(C(=O)C(CC(=O)O)C)C=CC1[N+](=O)[O-] (3-(3-hydroxy-4-nitrobenzoyl)butyric acid). RXN SMILES: C([O:4][C:5]1[CH:6]=[C:7]([CH:16]=[CH:17][C:18]=1[N+:19]([O-:21])=[O:20])[C:8]([CH:10]([CH3:15])[CH2:11][C:12]([OH:14])=[O:13])=[O:9])(=O)C.Cl>[OH-].[Na+]>[OH:4][C:5]1[CH:6]=[C:7]([CH:16]=[CH:17][C:18]=1[N+:19]([O-:21])=[O:20])[C:8]([CH:10]([CH3:15])[CH2:11][C:12]([OH:14])=[O:13])=[O:9] |f:2.3|. Reported procedure: 3-(3-Acetoxy-4-nitrobenzoyl)butyric acid was dissolved in dilute sodium hydroxide solution, and the solution was warmed on a steam bath, cooled and acidified with hydrochloric acid to give 3-(3-hydroxy-4-nitrobenzoyl)butyric acid. Reactants: CC1=Cc2cc(Br)cc(S(=O)(=O)Cl)c2OS1(=O)=O, N, C1CCOC1. The product is CC1=Cc2cc(Br)cc(S(N)(=O)=O)c2OS1(=O)=O. As a reaction SMILES: [Br:1][c:2]1[cH:3][c:4]([S:15](=[O:16])(=[O:17])[Cl:18])[c:5]2[c:6]([cH:14]1)[CH:7]=[C:8]([CH3:13])[S:9](=[O:11])(=[O:12])[O:10]2.[NH3:19].[O:20]1[CH2:21][CH2:22][CH2:23][CH2:24]1>>[Br:1][c:2]1[cH:3][c:4]([S:15](=[O:16])(=[O:17])[NH2:19])[c:5]2[c:6]([cH:14]1)[CH:7]=[C:8]([CH3:13])[S:9](=[O:11])(=[O:12])[O:10]2.